Dataset: the Open Reaction Database (ORD), a public repository of structured organic reaction records. Task: describe an organic reaction: reactants, conditions, products, and yield The reactants are COC(\C=C\C1=C(C=CC=C1)OCCCCCOC1=C(C=CC=2C(CCCC12)=O)CC=C)=O ((E)-3-[2-[5-[(5-oxo-2-(2-propenyl)-5,6,7,8-tetrahydro-1-naphthalenyl)oxy]pentyloxy]phenyl]-2-propenoic acid methyl ester), [H][H] (hydrogen). Reagents/catalysts: [Pd] (palladium). Run in C(C)(=O)OCC (ethyl acetate). The product is COC(CCC1=C(C=CC=C1)OCCCCCOC1=C(C=CC=2C(CCCC12)=O)CCC)=O (2-[5-[(5-oxo-2-propyl-5,6,7,8-tetrahydro-1-naphthalenyl)oxy]pentyloxy]benzenepropanoic acid methyl ester). Isolated yield 77.7%. RXN SMILES: [CH3:1][O:2][C:3](=[O:33])/[CH:4]=[CH:5]/[C:6]1[CH:11]=[CH:10][CH:9]=[CH:8][C:7]=1[O:12][CH2:13][CH2:14][CH2:15][CH2:16][CH2:17][O:18][C:19]1[C:28]2[CH2:27][CH2:26][CH2:25][C:24](=[O:29])[C:23]=2[CH:22]=[CH:21][C:20]=1[CH2:30][CH:31]=[CH2:32].[H][H]>[Pd].C(OCC)(=O)C>[CH3:1][O:2][C:3](=[O:33])[CH2:4][CH2:5][C:6]1[CH:11]=[CH:10][CH:9]=[CH:8][C:7]=1[O:12][CH2:13][CH2:14][CH2:15][CH2:16][CH2:17][O:18][C:19]1[C:28]2[CH2:27][CH2:26][CH2:25][C:24](=[O:29])[C:23]=2[CH:22]=[CH:21][C:20]=1[CH2:30][CH2:31][CH3:32]. Reported procedure: A mixture of 1.72 g (3.84 mmol) of (E)-3-[2-[5-[(5-oxo-2-(2-propenyl)-5,6,7,8-tetrahydro-1-naphthalenyl)oxy]pentyloxy]phenyl]-2-propenoic acid methyl ester from the preceding experiment, 0.1 g of 10% palladium of carbon, and 50 mL of ethyl acetate was stirred in an atmosphere of hydrogen until gas uptake ceased. The catalyst was filtered with suction on a pad of Celite and the filter cake was washed thoroughly with ethyl acetate. Concentration of the combined filtrate and washes under reduced pr... Reactants: C(C1=CC=CC=C1)OC(=O)[C@@H]1N(CCC1)C(CCCCC(=O)N1[C@H](CCC1)C(=O)OCC1=CC=CC=C1)=O ((R)-1-[6-[(R)-2-benzyloxycarbonyl-pyrrolidin-1-yl]-6-oxo-hexanoyl]-pyrrolidine-2-carboxylic acid benzyl ester). The reagents and catalysts are [Pd] (Pd on carbon). Solvent: CO (methanol). Yields the product C(=O)(O)[C@@H]1N(CCC1)C(CCCCC(=O)N1[C@H](CCC1)C(=O)O)=O ((R)-1-[6-[(R)-2-carboxy-pyrrolidin-1-yl]-6-oxo-hexanoyl]-pyrrolidine-2-carboxylic acid). Isolated yield 59.5%. Reaction SMILES: C([O:8][C:9]([C@H:11]1[CH2:15][CH2:14][CH2:13][N:12]1[C:16](=[O:38])[CH2:17][CH2:18][CH2:19][CH2:20][C:21]([N:23]1[CH2:27][CH2:26][CH2:25][C@@H:24]1[C:28]([O:30]CC1C=CC=CC=1)=[O:29])=[O:22])=[O:10])C1C=CC=CC=1>CO.[Pd]>[C:28]([C@H:24]1[CH2:25][CH2:26][CH2:27][N:23]1[C:21](=[O:22])[CH2:20][CH2:19][CH2:18][CH2:17][C:16]([N:12]1[CH2:13][CH2:14][CH2:15][C@@H:11]1[C:9]([OH:10])=[O:8])=[O:38])([OH:30])=[O:29]. Procedure details: 410 mg (0.79 mmol) (R)-1-[6-[(R)-2-benzyloxycarbonyl-pyrrolidin-1-yl]-6-oxo-hexanoyl]-pyrrolidine-2-carboxylic acid benzyl ester in 100 ml methanol were hydrogenated in the presence of 50 mg 5% Pd on carbon. Filtration and evaporation of the solvent yielded 160 mg (59%) (R)-1-[6-[(R)-2-carboxy-pyrrolidin-1-yl]-6-oxo-hexanoyl]-pyrrolidine-2-carboxylic acid as colorless oil. Procedure: The desired compound was prepared according to the procedure of Example A9, step H using N-[6-chloro-2,4,8,18,22-pentaazatetracyclo[14.3.1.1(3,7).1(9,13)]docosa-1(20),3(22),4,6,9(21),10,12,16,18-nonaen-12-yl]-2-piperidin-4-ylacetamide tris(trifluoroacetate) and 1-fluoro-4-isocyanatobenzene as starting materials in 32% yield. LCMS for C31H31ClFN8O2 (M+H)+: m/z=601.2. Isolated yield 32.0%. Starting materials: FC(C(=O)O)(F)F.FC(C(=O)O)(F)F.FC(C(=O)O)(F)F.ClC=1C=NC=2NC=3C=NC=C(CCC4=C(C=CC(NC1N2)=C4)NC(CC4CCNCC4)=O)C3 (N-[6-chloro-2,4,8,18,22-pentaazatetracyclo[14.3.1.1(3,7).1(9,13)]docosa-1(20),3(22),4,6,9(21),10,12,16,18-nonaen-12-yl]-2-piperidin-4-ylacetamide tris(trifluoroacetate)), FC1=CC=C(C=C1)N=C=O (1-fluoro-4-isocyanatobenzene). Product: FC(C(=O)O)(F)F.FC(C(=O)O)(F)F.ClC=1C=NC=2NC=3C=NC=C(CCC4=C(C=CC(NC1N2)=C4)NC(CC4CCN(CC4)C(=O)NC4=CC=C(C=C4)F)=O)C3 (4-(2-{[6-Chloro-2,4,8,18,22-pentaazatetracyclo[14.3.1.1(3,7).1(9,13)]docosa-1(20),3(22),4,6,9(21),10,12,16,18-nonaen-12-yl]amino}-2-oxoethyl)-N-(4-fluorophenyl)piperidine-1-carboxamide bis(trifluoroacetate)). RXN SMILES: [F:1][C:2]([F:7])([F:6])[C:3]([OH:5])=[O:4].[F:8][C:9]([F:14])([F:13])[C:10]([OH:12])=[O:11].FC(F)(F)C(O)=O.[Cl:22][C:23]1[CH:24]=[N:25][C:26]2[NH:27][C:28]3[CH:29]=[N:30][CH:31]=[C:32]([CH:54]=3)[CH2:33][CH2:34][C:35]3[CH:43]=[C:39]([NH:40][C:41]=1[N:42]=2)[CH:38]=[CH:37][C:36]=3[NH:44][C:45](=[O:53])[CH2:46][CH:47]1[CH2:52][CH2:51][NH:50][CH2:49][CH2:48]1.[F:55][C:56]1[CH:61]=[CH:60][C:59]([N:62]=[C:63]=[O:64])=[CH:58][CH:57]=1>>[F:1][C:2]([F:7])([F:6])[C:3]([OH:5])=[O:4].[F:8][C:9]([F:14])([F:13])[C:10]([OH:12])=[O:11].[Cl:22][C:23]1[CH:24]=[N:25][C:26]2[NH:27][C:28]3[CH:29]=[N:30][CH:31]=[C:32]([CH:54]=3)[CH2:33][CH2:34][C:35]3[CH:43]=[C:39]([NH:40][C:41]=1[N:42]=2)[CH:38]=[CH:37][C:36]=3[NH:44][C:45](=[O:53])[CH2:46][CH:47]1[CH2:52][CH2:51][N:50]([C:63]([NH:62][C:59]2[CH:60]=[CH:61][C:56]([F:55])=[CH:57][CH:58]=2)=[O:64])[CH2:49][CH2:48]1 |f:0.1.2.3,5.6.7|. The product is COC(=O)C1=C(C=C(C=C1)C1=CC(=C(C=C1)C(C(C(F)(F)F)(C=1C=CC2=C(NC(CO2)=O)C1)O)C)Cl)F (3′-Chloro-3-fluoro-4′-[3,3,3-trifluoro-2-hydroxy-1-methyl-2-(3-oxo-3,4-dihydro-2H-benzo[1,4]oxazin-6-yl)-propyl]-biphenyl-4-carboxylic acid methyl ester). The reactants are COC(=O)C1=C(C=C(C=C1)C1=CC(=C(C=C1)C(C(C(F)(F)F)(O)C=1C=CC2=C(N(C(CO2)=O)CC=C)C1)C)Cl)F (4′-[2-(4-Allyl-3-oxo-3,4-dihydro-2H-benzo[1,4]oxazin-6-yl)-3,3,3-trifluoro-2-hydroxy-1-methyl-propyl]-3′-chloro-3-fluoro-biphenyl-4-carboxylic acid methyl ester). The solvent is C(CC)O (n-propanol). Isolated yield 28.7%. Reported procedure: To a suspension of 3′-chloro-3-fluoro-4′-[3,3,3-trifluoro-2-hydroxy-1-methyl-2-(3-oxo-3,4-dihydro-2H-benzo[1,4]oxazin-6-yl)-propyl]-biphenyl-4-carboxylic acid methyl ester (255 mg, 0.44 mmol, Example 70, step 7) in n-propanol (5 ml) was added rhodium(III)chloride (10 mg, 0.04 mmol). The mixture was stirred under reflux for 18 h. The reaction mixture was concentrated. The crude product was purified by flash chromatography (silica gel, heptane/AcOEt 8:2=>7:3) to give the title compound (68 mg) as ... RXN SMILES: [CH3:1][O:2][C:3]([C:5]1[CH:10]=[CH:9][C:8]([C:11]2[CH:16]=[CH:15][C:14]([CH:17]([CH3:38])[C:18]([C:24]3[CH:25]=[CH:26][C:27]4[O:32][CH2:31][C:30](=[O:33])[N:29](CC=C)[C:28]=4[CH:37]=3)([OH:23])[C:19]([F:22])([F:21])[F:20])=[C:13]([Cl:39])[CH:12]=2)=[CH:7][C:6]=1[F:40])=[O:4]>C(O)CC.[Rh](Cl)(Cl)Cl>[CH3:1][O:2][C:3]([C:5]1[CH:10]=[CH:9][C:8]([C:11]2[CH:16]=[CH:15][C:14]([CH:17]([CH3:38])[C:18]([OH:23])([C:24]3[CH:25]=[CH:26][C:27]4[O:32][CH2:31][C:30](=[O:33])[NH:29][C:28]=4[CH:37]=3)[C:19]([F:22])([F:21])[F:20])=[C:13]([Cl:39])[CH:12]=2)=[CH:7][C:6]=1[F:40])=[O:4]. Reagents/catalysts: [Rh](Cl)(Cl)Cl (rhodium(III)chloride).